This data is from the Open Reaction Database (ORD), a public repository of structured organic reaction records. The task is: describe an organic reaction: reactants, conditions, products, and yield The reactants are Cc1oc(C(C)(C)C)nc1CCO, CCCCP(CCCC)CCCC, CCOC(Cc1c(C)cc(O)cc1C)C(=O)OC. The product is CCOC(Cc1c(C)cc(OCCc2nc(C(C)(C)C)oc2C)cc1C)C(=O)OC. As a reaction SMILES: [C:19]([CH3:20])([CH3:21])([CH3:22])[c:23]1[o:24][c:25]([CH3:31])[c:26]([CH2:28][CH2:29][OH:30])[n:27]1.[CH2:32]([P:33]([CH2:34][CH2:35][CH2:36][CH3:37])[CH2:38][CH2:39][CH2:40][CH3:41])[CH2:42][CH2:43][CH3:44].[CH3:1][O:2][C:3]([CH:4]([CH2:5][c:6]1[c:7]([CH3:14])[cH:8][c:9]([OH:13])[cH:10][c:11]1[CH3:12])[O:15][CH2:16][CH3:17])=[O:18]>>[CH3:1][O:2][C:3]([CH:4]([CH2:5][c:6]1[c:7]([CH3:14])[cH:8][c:9]([O:13][CH2:29][CH2:28][c:26]2[c:25]([CH3:31])[o:24][c:23]([C:19]([CH3:20])([CH3:21])[CH3:22])[n:27]2)[cH:10][c:11]1[CH3:12])[O:15][CH2:16][CH3:17])=[O:18]. The reactants are Br, ClC(Cl)Cl, COC(=O)C1CCC2C3CCC4CC5OC5CC4(C)C3C(=O)CC12C. Yields the product COC(=O)C1CCC2C3CCC4CC(O)C(Br)CC4(C)C3C(=O)CC12C. RXN SMILES: [BrH:26].[CH:27]([Cl:28])([Cl:29])[Cl:30].[O:1]1[CH:2]2[CH:3]1[CH2:4][CH:5]1[CH2:6][CH2:7][CH:8]3[CH:9]4[CH2:10][CH2:11][CH:12]([C:22](=[O:23])[O:24][CH3:25])[C:13]4([CH3:14])[CH2:15][C:16](=[O:21])[CH:17]3[C:18]1([CH3:20])[CH2:19]2>>[OH:1][CH:3]1[CH:2]([Br:26])[CH2:19][C:18]2([CH3:20])[CH:5]([CH2:4]1)[CH2:6][CH2:7][CH:8]1[CH:9]3[CH2:10][CH2:11][CH:12]([C:22](=[O:23])[O:24][CH3:25])[C:13]3([CH3:14])[CH2:15][C:16](=[O:21])[CH:17]12. Reactants: C(CC(=O)OCC1=CC(=CC=C1)C(C1=CC=C(C=C1)Cl)=O)(=O)OCC (ethyl 3-(p-chlorobenzoyl)-benzyl malonate), S(O)(O)(=O)=O (sulfuric acid), O (water), C(C)(=O)O (acetic acid), O (water). The product is ClC1=CC=C(CC=2C=C(C=CC2)CCC(=O)O)C=C1 (3-(3'-p-chlorobenzyl-phenyl)-propionic acid). RXN SMILES: C(OCC)(=O)CC(O[CH2:6][C:7]1[CH:12]=[CH:11][CH:10]=[C:9]([C:13](=O)[C:14]2[CH:19]=[CH:18][C:17]([Cl:20])=[CH:16][CH:15]=2)[CH:8]=1)=O.S(=O)(=O)(O)O.O.[C:32]([OH:35])(=[O:34])[CH3:33]>>[Cl:20][C:17]1[CH:16]=[CH:15][C:14]([CH2:13][C:9]2[CH:8]=[C:7]([CH2:6][CH2:33][C:32]([OH:35])=[O:34])[CH:12]=[CH:11][CH:10]=2)=[CH:19][CH:18]=1. Procedure: A solution of 15.2 g of ethyl 3-(p-chlorobenzoyl)-benzyl malonate in 50 ml of acetic acid was added to a solution of 50 ml of sulfuric acid and 50 ml of water and the mixture was refluxed under a nitrogen atmosphere for 20 hours and then cooled to room temperature. The mixture was poured into water and then extracted with methylene chloride. The organic phase was extracted with N sodium hydroxide and the alkaline phase was treated with activated carbon, filtered and acidified by addition at 10° ... The reactants are [N+](=O)([O-])C=1C=C(CNC2CCC(CC2)NC(OC(C)(C)C)=O)C=CC1 (Tert-butyl N-(4-[(3-nitrobenzyl)amino]cyclohexyl)carbamate). The solvent is C(=O)(C(F)(F)F)O.C(Cl)Cl (TFA DCM). Reaction conditions: temperature 30 celsius, time 8 hour. Yields the product [N+](=O)([O-])C=1C=C(CNC2CCC(CC2)N)C=CC1 (1-N-(3-nitrobenzyl)cyclohexane-1,4-diamine). The yield is 149.1%. Reaction SMILES: [N+:1]([C:4]1[CH:5]=[C:6]([CH:23]=[CH:24][CH:25]=1)[CH2:7][NH:8][CH:9]1[CH2:14][CH2:13][CH:12]([NH:15]C(=O)OC(C)(C)C)[CH2:11][CH2:10]1)([O-:3])=[O:2]>C(O)(C(F)(F)F)=O.C(Cl)Cl>[N+:1]([C:4]1[CH:5]=[C:6]([CH:23]=[CH:24][CH:25]=1)[CH2:7][NH:8][CH:9]1[CH2:10][CH2:11][CH:12]([NH2:15])[CH2:13][CH2:14]1)([O-:3])=[O:2] |f:1.2|. Reported procedure: Tert-butyl N-(4-[(3-nitrobenzyl)amino]cyclohexyl)carbamate (30.0 g, 86.1 mmol, 1.0 eq) was dissolved in 300 mL of TFA:DCM (1:10) and the resulting solution was stirred at 30° C. overnight. The reaction mixture was then concentrated under vacuum to provide crude 1-N-(3-nitrobenzyl)cyclohexane-1,4-diamine (32 g, TFA salt) as a white solid. The reactants are N#Cc1c(S)ccc2ccccc12, O=[N+]([O-])c1ccc(SCl)c(C(Cl)(Cl)Cl)c1, C1COCCO1. The product is N#Cc1c(SSc2ccc([N+](=O)[O-])cc2C(Cl)(Cl)Cl)ccc2ccccc12. As a reaction SMILES: [C:16](#[N:17])[c:18]1[c:19]([SH:28])[cH:20][cH:21][c:22]2[cH:23][cH:24][cH:25][cH:26][c:27]12.[N+:1](=[O:2])([O-:3])[c:4]1[cH:5][c:6]([C:12]([Cl:13])([Cl:14])[Cl:15])[c:7]([S:10][Cl:11])[cH:8][cH:9]1.[O:29]1[CH2:30][CH2:31][O:32][CH2:33][CH2:34]1>>[N+:1](=[O:2])([O-:3])[c:4]1[cH:5][c:6]([C:12]([Cl:13])([Cl:14])[Cl:15])[c:7]([S:10][S:28][c:19]2[c:18]([C:16]#[N:17])[c:27]3[c:22]([cH:21][cH:20]2)[cH:23][cH:24][cH:25][cH:26]3)[cH:8][cH:9]1. Reactants: C(C1=CC=CC=C1)(=O)NC(=N)C1=CC=C(C=C1)N1C(OC(C1)COS(=O)(=O)C)=O (3-[4-(N-benzoylamidino)phenyl]-5-methanesulfonyloxymethyl-2-oxazolidinone), O=C1NC(=NO1)C1=CC=C(N)C=C1 (4-(5-oxo-1,2,4-oxadiazolin-3-yl)aniline), O1C(CO)C1 (2,3-epoxypropan-1-ol). Yields the product O=C1NC(=NO1)C1=CC=C(C=C1)NCC(CO)O (N-[4-(5-oxo-1,2,4-oxadiazolin-3-yl)phenyl]-2,3-dihydroxypropylamine). As a reaction SMILES: [C:1]([NH:9][C:10]([C:12]1[CH:17]=[CH:16][C:15]([N:18]2[CH2:22][CH:21]([CH2:23][O:24]S(C)(=O)=O)[O:20]C2=O)=[CH:14][CH:13]=1)=[NH:11])(=[O:8])C1C=CC=CC=1.[O:30]=C1ON=C(C2C=CC(N)=CC=2)N1.O1CC1CO>>[O:30]=[C:1]1[O:8][N:11]=[C:10]([C:12]2[CH:17]=[CH:16][C:15]([NH:18][CH2:22][CH:21]([OH:20])[CH2:23][OH:24])=[CH:14][CH:13]=2)[NH:9]1. Reported procedure: 3.0 g of 3-[4-(N-benzoylamidino)phenyl]-5-methanesulfonyloxymethyl-2-oxazolidinone [obtainable by reacting 4-(5-oxo-1,2,4-oxadiazolin-3-yl)aniline with 2,3-epoxypropan-1-ol to give N-[4-(5-oxo-1,2,4-oxadiazolin-3-yl)phenyl]-2,3-dihydroxypropylamine, reacting with diethyl carbonate in the presence of tert-butoxide to give 3-[4-(5-oxo-1,2,4-oxazolin-3-yl)phenyl]-5-hydroxymethyl-2-oxazolidinone, reductive cleavage of the 5-oxo-1,2,4-oxadiazoline group, reacting with benzoyl chloride and subsequentl...